This data is from the Open Reaction Database (ORD), a public repository of structured organic reaction records. The task is: describe an organic reaction: reactants, conditions, products, and yield The reactants are FC(C1=C(C=CC=C1)C1=NN=NN1)(F)F (5[2-(trifluoromethyl)phenyl]1H-tetrazole), C(C(=O)Cl)(=O)Cl (oxalyl chloride), C(C)S(=O)(=O)CCC12CCC(CC1)(CC2)C(=O)NC (4-[2-(ethylsulfonyl)ethyl]-N-methylbicyclo[2.2.2]octane-1-carboxamide). The reagents and catalysts are CN(C)C=O (DMF). Solvent: C(Cl)Cl (methylene chloride), C(Cl)Cl (methylene chloride). Reaction conditions: time 1 hour. Product: C(C)S(=O)(=O)CCC12CCC(CC1)(CC2)C2=NN=C(N2C)C2=C(C=CC=C2)C(F)(F)F (3-{4-[2-(Ethylsulfonyl)ethyl]bicyclo[2.2.2]oct-1-yl}-4-methyl-5-[2-(trifluoromethyl)phenyl]-4H-1,2,4-triazole). RXN SMILES: [CH2:1]([S:3]([CH2:6][CH2:7][C:8]12[CH2:15][CH2:14][C:11]([C:16]([NH:18][CH3:19])=O)([CH2:12][CH2:13]1)[CH2:10][CH2:9]2)(=[O:5])=[O:4])[CH3:2].C(Cl)(=O)C(Cl)=O.[F:26][C:27]([F:40])([F:39])[C:28]1[CH:33]=[CH:32][CH:31]=[CH:30][C:29]=1[C:34]1NN=[N:36][N:35]=1>C(Cl)Cl.CN(C=O)C>[CH2:1]([S:3]([CH2:6][CH2:7][C:8]12[CH2:15][CH2:14][C:11]([C:16]3[N:18]([CH3:19])[C:34]([C:29]4[CH:30]=[CH:31][CH:32]=[CH:33][C:28]=4[C:27]([F:26])([F:40])[F:39])=[N:35][N:36]=3)([CH2:12][CH2:13]1)[CH2:10][CH2:9]2)(=[O:5])=[O:4])[CH3:2]. Procedure details: Methyl amide 10-5 (220 mg, 0.77 mmol) was dissolved in anhydrous methylene chloride (2 mL) and treated with oxalyl chloride (2M in methylene chloride, 0.77 mL, 1.54 mmol) and DMF (2 drops). The solution was stirred at room temperature for 1 h, then solvent removed by evaporation under diminished pressure. The residue was redissolved in anhydrous toluene (2 mL) and treated with 5[2-(trifluoromethyl)phenyl]1H-tetrazole (214 mg, 1 mmol). The mixture was refluxed for 18 h. The reaction was cooled to... The reactants are Cc1cc(C(=O)NC(CCC(=O)O)c2nc3cc(Cl)ccc3n2C(=O)OC(C)(C)C)ccc1C(=O)N1CCCC1, CC(=O)O, CCOC(C)=O, CCO, Cl, O=C(O)C(F)(F)F. Yields the product Cc1cc(C(=O)NC(CCC(=O)O)c2nc3cc(Cl)ccc3[nH]2)ccc1C(=O)N1CCCC1. RXN SMILES: [C:1]([O:2][C:3](=[O:4])[n:8]1[c:9]([CH:18]([CH2:19][CH2:20][C:21](=[O:22])[OH:23])[NH:24][C:25]([c:26]2[cH:27][c:28]([CH3:39])[c:29]([C:32](=[O:33])[N:34]3[CH2:35][CH2:36][CH2:37][CH2:38]3)[cH:30][cH:31]2)=[O:40])[n:10][c:11]2[c:12]1[cH:13][cH:14][c:15]([Cl:17])[cH:16]2)([CH3:5])([CH3:6])[CH3:7].[C:49]([OH:50])(=[O:51])[CH3:52].[C:56]([O:57][CH2:58][CH3:59])(=[O:60])[CH3:61].[CH2:53]([OH:54])[CH3:55].[Cl:48].[OH:41][C:42]([C:43]([F:44])([F:45])[F:46])=[O:47]>>[nH:8]1[c:9]([CH:18]([CH2:19][CH2:20][C:21](=[O:22])[OH:23])[NH:24][C:25]([c:26]2[cH:27][c:28]([CH3:39])[c:29]([C:32](=[O:33])[N:34]3[CH2:35][CH2:36][CH2:37][CH2:38]3)[cH:30][cH:31]2)=[O:40])[n:10][c:11]2[c:12]1[cH:13][cH:14][c:15]([Cl:17])[cH:16]2. The reactants are hydrochloride salt, CC1=NC2=C(N1[C@H]1CC[C@H](CC1)N)C=CC(=C2)C (cis-4-(2,5-dimethyl-benzoimidazol-1-yl)-cyclohexylamine), FC(C=1C=C2CC(CC2=CC1)C=O)(F)F (5-trifluoromethyl-indan-2-carbaldehyde). Reaction SMILES: [CH3:1][C:2]1[N:6]([C@@H:7]2[CH2:12][CH2:11][C@H:10]([NH2:13])[CH2:9][CH2:8]2)[C:5]2[CH:14]=[CH:15][C:16]([CH3:18])=[CH:17][C:4]=2[N:3]=1.[F:19][C:20]([F:33])([F:32])[C:21]1[CH:22]=[C:23]2[C:27](=[CH:28][CH:29]=1)[CH2:26][CH:25]([CH:30]=O)[CH2:24]2>>[CH3:1][C:2]1[N:6]([C@@H:7]2[CH2:8][CH2:9][C@H:10]([NH:13][CH2:30][CH:25]3[CH2:24][C:23]4[C:27](=[CH:28][CH:29]=[C:21]([C:20]([F:19])([F:32])[F:33])[CH:22]=4)[CH2:26]3)[CH2:11][CH2:12]2)[C:5]2[CH:14]=[CH:15][C:16]([CH3:18])=[CH:17][C:4]=2[N:3]=1. Reported procedure: This compound was prepared from the hydrochloride salt of cis-4-(2,5-dimethyl-benzoimidazol-1-yl)-cyclohexylamine and 5-trifluoromethyl-indan-2-carbaldehyde. 1H-NMR is consistent with the assigned structure, LC-MS showed a single peak, C26H30F3N3 (m/e) calcd 441.2392, obsd 442.2 (M+H). The product is CC1=NC2=C(N1[C@H]1CC[C@H](CC1)NCC1CC3=CC=C(C=C3C1)C(F)(F)F)C=CC(=C2)C (cis-[4-(2,5-Dimethyl-benzoimidazol-1-yl)-cyclohexyl]-(5-trifluoromethyl-indan-2-ylmethyl)-amine). Reactants: [Br-], O=C([O-])[O-], c1ccc(CNCc2nc(-c3ccc(-c4ccccc4)cc3)c[nH]2)cc1, CCCCCC, CN(C)C=O, [K+], [K+], O. The product is CCCCCCN(Cc1ccccc1)Cc1nc(-c2ccc(-c3ccccc3)cc2)c[nH]1. Reaction SMILES: [Br-:33].[C:27](=[O:28])([O-:29])[O-:30].[CH2:1]([c:2]1[cH:3][cH:4][cH:5][cH:6][cH:7]1)[NH:8][CH2:9][c:10]1[nH:11][cH:12][c:13](-[c:15]2[cH:16][cH:17][c:18](-[c:21]3[cH:22][cH:23][cH:24][cH:25][cH:26]3)[cH:19][cH:20]2)[n:14]1.[CH3:34][CH2:35][CH2:36][CH2:37][CH2:38][CH3:39].[CH3:41][N:42]([CH3:43])[CH:44]=[O:45].[K+:31].[K+:32].[OH2:40]>>[CH2:1]([c:2]1[cH:3][cH:4][cH:5][cH:6][cH:7]1)[N:8]([CH2:9][c:10]1[nH:11][cH:12][c:13](-[c:15]2[cH:16][cH:17][c:18](-[c:21]3[cH:22][cH:23][cH:24][cH:25][cH:26]3)[cH:19][cH:20]2)[n:14]1)[CH2:34][CH2:35][CH2:36][CH2:37][CH2:38][CH3:39].